This data is from the Open Reaction Database (ORD), a public repository of structured organic reaction records. The task is: describe an organic reaction: reactants, conditions, products, and yield Reactants: ClC1=NC=NC(=C1)C1=C(C=CC=C1)F (4-chloro-6-(2-fluorophenyl)pyrimidine), C(CC#C)O (3-butyn-1-ol), O (water), [H-].[Na+] (sodium hydride). The solvent is CN(C=O)C (N,N-dimethylformamide). Conditions: time 12 hour. The product is FC1=C(C=CC=C1)C1=NC=NC(=C1)OCCC#C (4-(2-fluorophenyl)-6-(3-butynyloxy)pyrimidine). The yield is 57.8%. As a reaction SMILES: Cl[C:2]1[CH:7]=[C:6]([C:8]2[CH:13]=[CH:12][CH:11]=[CH:10][C:9]=2[F:14])[N:5]=[CH:4][N:3]=1.[CH2:15]([OH:19])[CH2:16][C:17]#[CH:18].[H-].[Na+].O>CN(C)C=O>[F:14][C:9]1[CH:10]=[CH:11][CH:12]=[CH:13][C:8]=1[C:6]1[CH:7]=[C:2]([O:19][CH2:15][CH2:16][C:17]#[CH:18])[N:3]=[CH:4][N:5]=1 |f:2.3|. Procedure: In 10 ml of N,N-dimethylformamide were dissolved 450 mg of 4-chloro-6-(2-fluorophenyl)pyrimidine and 227 mg of 3-butyn-1-ol, to which 130 mg of sodium hydride (60% in oil) was added, followed by stirring at room temperature for 12 hours. The reaction mixture was then poured into water and extracted three times with ethyl acetate. The organic layers were combined, washed with a saturated aqueous sodium chloride solution, dried over anhydrous magnesium sulfate, and then concentrated. The resulting... Starting materials: Cl.Cl.CS(=O)(=O)C1=CC=C(C=C1)C=1C=CC(=NC1)OCC1CCNCC1 (5-[4-(methylsulfonyl)phenyl]-2-[(4-piperidinylmethyl)oxy]pyridine dihydrochloride), C(C)(C)N(CC)C(C)C (diisopropylethylamine), ClC(=O)OC(C)C (isopropyl chloroformate). Yields the product CS(=O)(=O)C1=CC=C(C=C1)C=1C=CC(=NC1)OCC1CCN(CC1)C(=O)OC(C)C (1-Methylethyl 4-[({5-[4-(methylsulfonyl)phenyl]-2-pyridinyl}oxy)methyl]-1-piperidinecarboxylate). The yield is 97.0%. RXN SMILES: Cl.Cl.[CH3:3][S:4]([C:7]1[CH:12]=[CH:11][C:10]([C:13]2[CH:14]=[CH:15][C:16]([O:19][CH2:20][CH:21]3[CH2:26][CH2:25][NH:24][CH2:23][CH2:22]3)=[N:17][CH:18]=2)=[CH:9][CH:8]=1)(=[O:6])=[O:5].C(N(C(C)C)CC)(C)C.Cl[C:37]([O:39][CH:40]([CH3:42])[CH3:41])=[O:38]>>[CH3:3][S:4]([C:7]1[CH:12]=[CH:11][C:10]([C:13]2[CH:14]=[CH:15][C:16]([O:19][CH2:20][CH:21]3[CH2:26][CH2:25][N:24]([C:37]([O:39][CH:40]([CH3:42])[CH3:41])=[O:38])[CH2:23][CH2:22]3)=[N:17][CH:18]=2)=[CH:9][CH:8]=1)(=[O:5])=[O:6] |f:0.1.2|. Procedure: The title compound (151 mg, 98%) was prepared as a white solid 5-[4-(methylsulfonyl)phenyl]-2-[(4-piperidinylmethyl)oxy]pyridine dihydrochloride (0.15 g, 0.36 mmol), diisopropylethylamine (0.26 mL, 1.43 mmol), and isopropyl chloroformate (1.0M in toluene, 0.40 mL, 0.40 mmol) in a manner similar to Example 66, Step 2. 1H NMR (400 MHz, CD3OD): δ 8.46 (d, 1H, J=2.4 Hz), 8.10-8.00 (m, 3H), 7.86 (d, 2H, J=8.3 Hz), 6.92 (d, 1H, J=8.5 Hz), 4.90-4.80 (m, 1H), 4.21 (d, 2H, J=6.3 Hz), 4.20-4.10 (m, 2H), 3...